Dataset: the Open Reaction Database (ORD), a public repository of structured organic reaction records. Task: describe an organic reaction: reactants, conditions, products, and yield Reaction SMILES: [CH3:1][C:2]([O:4][CH2:5][C@H:6]1[O:11][C@H:10](Br)[C@H:9]([O:13][C:14]([CH3:16])=[O:15])[C@@H:8]([O:17][C:18]([CH3:20])=[O:19])[C@@H:7]1[O:21][C:22]([CH3:24])=[O:23])=[O:3].[CH3:25][O:26][C:27]1[CH:32]=[C:31]([O:33][CH3:34])[CH:30]=[C:29](/[CH:35]=[CH:36]/[C:37]2[CH:38]=[CH:39][C:40]([OH:43])=[CH:41][CH:42]=2)[CH:28]=1.C(OCC)(=O)C>[Br-].C([N+](CC)(CC)CC)C1C=CC=CC=1.C(Cl)(Cl)Cl.[OH-].[Na+]>[C:22]([O:21][CH:7]1[CH:8]([O:17][C:18](=[O:19])[CH3:20])[CH:9]([O:13][C:14](=[O:15])[CH3:16])[CH:10]([O:43][C:40]2[CH:39]=[CH:38][C:37](/[CH:36]=[CH:35]/[C:29]3[CH:30]=[C:31]([O:33][CH3:34])[CH:32]=[C:27]([O:26][CH3:25])[CH:28]=3)=[CH:42][CH:41]=2)[O:11][CH:6]1[CH2:5][O:4][C:2](=[O:3])[CH3:1])(=[O:23])[CH3:24] |f:3.4,6.7|. The reagents and catalysts are [Br-].C(C1=CC=CC=C1)[N+](CC)(CC)CC (benzyltriethylammonium bromide). Reaction conditions: temperature 60 celsius, time 5 hour. The reactants are CC(=O)OC[C@@H]1[C@H]([C@@H]([C@H]([C@H](O1)Br)OC(=O)C)OC(=O)C)OC(=O)C (acetobromo-α-D-glucose), COC1=CC(=CC(=C1)OC)/C=C/C=2C=CC(=CC2)O (pterostilbene), C(C)(=O)OCC (Ethyl acetate), CC(=O)OC[C@@H]1[C@H]([C@@H]([C@H]([C@H](O1)Br)OC(=O)C)OC(=O)C)OC(=O)C (acetobromo-α-D-glucose). Run in C(Cl)(Cl)Cl (chloroform), [OH-].[Na+] (NaOH), [OH-].[Na+] (NaOH). Product: C(C)(=O)OC1C(OC(C(C1OC(C)=O)OC(C)=O)OC1=CC=C(C=C1)\C=C\C1=CC(=CC(=C1)OC)OC)COC(C)=O ((E)-2-(acetoxy-methyl)-6-(4-(3,5-dimethoxystyryl)phenoxy)tetrahydro-2H-pyran-3,4,5-triyl triacetate). Reported procedure: To a solution of acetobromo-α-D-glucose (48 mg, 0.11 mM) and benzyltriethylammonium bromide (13 mg, 0.04 mM) in chloroform was added a solution of pterostilbene (30 mg, 0.11 mM)) in 1.25 M (2.5 mL) of NaOH. The mixture was stirred at 60° C. for 5 h and after a second addition of 10 mg of acetobromo-α-D-glucose and 1.0 mL of NaOH) the mixture was stirred at 60° C. for additional 5 h. Ethyl acetate was added and the organic phase was washed with water. The crude mixture was purified using flash ch...